Dataset: the Open Reaction Database (ORD), a public repository of structured organic reaction records. Task: describe an organic reaction: reactants, conditions, products, and yield Product: ClC=1C=CC(=C(C(C2=CC=CC=C2)=NO)C1)NC (5-Chloro-2-(methylamino)benzophenone Oxime). Run in C(C)O (ethanol). Procedure details: A mixture of 4.0 g (0.1 mole) of powdered sodium hydroxide, 13.9 g (0.2 mole) of hydroxylamine hydrochloride, and 27.4 g (0.1 mole) of N-methyl-N-(2-benzoyl-4-chlorophenyl)formamide in 200 ml of ethanol was refluxed for 3 days. About one-half of the ethanol was distilled off and the reaction mixture was poured into 500 ml of water and then extracted with three 100-ml portions of methylene chloride. The extracts were combined, washed with water, dried (MgSO4) and evaporated to dryness under reduc... Reaction SMILES: [OH-:1].[Na+].Cl.[NH2:4]O.[CH3:6][N:7]([C:10]1[CH:15]=[CH:14][C:13]([Cl:16])=[CH:12][C:11]=1[C:17](=O)[C:18]1[CH:23]=[CH:22][CH:21]=[CH:20][CH:19]=1)C=O>C(O)C>[Cl:16][C:13]1[CH:14]=[CH:15][C:10]([NH:7][CH3:6])=[C:11]([CH:12]=1)[C:17](=[N:4][OH:1])[C:18]1[CH:23]=[CH:22][CH:21]=[CH:20][CH:19]=1 |f:0.1,2.3|. Isolated yield 99.7%. The reactants are [OH-].[Na+] (sodium hydroxide), Cl.NO (hydroxylamine hydrochloride), CN(C=O)C1=C(C=C(C=C1)Cl)C(C1=CC=CC=C1)=O (N-methyl-N-(2-benzoyl-4-chlorophenyl)formamide). Starting materials: C(=O)(OC(C)(C)C)NC(C(=O)OC)C1=NN(C=C1)C (methyl N-Boc-2-amino-2-(1-methyl-pyrazol-3-yl)-acetate), O (water), [OH-].[Li+] (lithium hydroxide). Run in C1CCOC1 (THF). Conditions: time 2 hour. Yields the product C(=O)(OC(C)(C)C)NC(C(=O)O)C1=NN(C=C1)C (N-Boc-2-amino-2-(1-methyl-pyrazol-3-yl)-acetic acid). Reaction SMILES: [C:1]([NH:8][CH:9]([C:14]1[CH:18]=[CH:17][N:16]([CH3:19])[N:15]=1)[C:10]([O:12]C)=[O:11])([O:3][C:4]([CH3:7])([CH3:6])[CH3:5])=[O:2].O.[OH-].[Li+]>C1COCC1>[C:1]([NH:8][CH:9]([C:14]1[CH:18]=[CH:17][N:16]([CH3:19])[N:15]=1)[C:10]([OH:12])=[O:11])([O:3][C:4]([CH3:7])([CH3:6])[CH3:5])=[O:2] |f:2.3|. Procedure: 1.16 g (4.31 mmol) methyl N-Boc-2-amino-2-(1-methyl-pyrazol-3-yl)-acetate in 16 ml THF are combined with 10 ml of water and 10 ml of 1-molar lithium hydroxide solution are added. After stirring at ambient temperature for 2 h the mixture is evaporated down i. vac., the residue is combined with water, filtered and the filtrate is adjusted to pH 5 with potassium hydrogen sulphate solution. After total evaporation i. vac. the residue is treated with dichloromethane and a little ethanol, suction filt...